Dataset: the Open Reaction Database (ORD), a public repository of structured organic reaction records. Task: describe an organic reaction: reactants, conditions, products, and yield Starting materials: FC(CNC(=O)C1(C2=CC=CC=C2C=2C=CC=CC12)CCCCBr)(F)F (9-(4-bromo-butyl)-9H-fluorene-9-carboxylic acid-(2,2,2-trifluoro-ethyl)-amide), C[C@@H]1CN(C[C@@H](N1)C)C1=NC2=C(N1C)C=CC=C2 (2-(cis-3,5-dimethyl-piperazin-1-yl)-1-methyl-1H-benzimidazole). Product: FC(CNC(=O)C1(C2=CC=CC=C2C=2C=CC=CC12)CCCCN1[C@H](CN(C[C@H]1C)C1=NC2=C(N1C)C=CC=C2)C)(F)F (9-{4-[cis-2,6-dimethyl-4-(1-methyl-1H-benzimidazol-2-yl)-piperazin-1-yl]-butyl}-9H-fluorene-9-carboxylic acid-(2,2,2-trifluoro-ethyl)-amide). Reaction SMILES: [F:1][C:2]([F:26])([F:25])[CH2:3][NH:4][C:5]([C:7]1([CH2:20][CH2:21][CH2:22][CH2:23]Br)[C:19]2[CH:18]=[CH:17][CH:16]=[CH:15][C:14]=2[C:13]2[C:8]1=[CH:9][CH:10]=[CH:11][CH:12]=2)=[O:6].[CH3:27][C@H:28]1[NH:33][C@@H:32]([CH3:34])[CH2:31][N:30]([C:35]2[N:39]([CH3:40])[C:38]3[CH:41]=[CH:42][CH:43]=[CH:44][C:37]=3[N:36]=2)[CH2:29]1>>[F:1][C:2]([F:26])([F:25])[CH2:3][NH:4][C:5]([C:7]1([CH2:20][CH2:21][CH2:22][CH2:23][N:33]2[C@H:32]([CH3:34])[CH2:31][N:30]([C:35]3[N:39]([CH3:40])[C:38]4[CH:41]=[CH:42][CH:43]=[CH:44][C:37]=4[N:36]=3)[CH2:29][C@@H:28]2[CH3:27])[C:19]2[CH:18]=[CH:17][CH:16]=[CH:15][C:14]=2[C:13]2[C:8]1=[CH:9][CH:10]=[CH:11][CH:12]=2)=[O:6]. Procedure: Prepared analogously to Example 2 from 9-(4-bromo-butyl)-9H-fluorene-9-carboxylic acid-(2,2,2-trifluoro-ethyl)-amide and 2-(cis-3,5-dimethyl-piperazin-1-yl)-1-methyl-1H-benzimidazole. Solvent: CCO (EtOH). Reactants: O=C1N(C(C2=CC=CC=C12)=O)CCN1C(C(=C(C2=NC=C(C=C12)CC1=CC=C(C=C1)F)O)C(=O)OCC)=O (ethyl 1-[2-(1,3-dioxo-1,3-dihydro-2H-isoindol-2-yl)ethyl]-7-[(4-fluorophenyl)methyl]-4-hydroxy-2-oxo-1,2-dihydro-1,5-naphthyridine-3-carboxylate), NCCN1C(NCC1)=O (1-(2-aminoethyl)-2-imidazolidinone), OS(=O)(=O)[O-].[Na+] (NaHSO4), amine. Yields the product O=C1N(C(C2=CC=CC=C12)=O)CCN1C(C(=C(C2=NC=C(C=C12)CC1=CC=C(C=C1)F)O)C(=O)NCCN1C(NCC1)=O)=O (1-[2-(1,3-dioxo-1,3-dihydro-2H-isoindol-2-yl)ethyl]-7-[(4-fluorophenyl)methyl]-4-hydroxy-2-oxo-N-[2-(2-oxo-1-imidazolidinyl)ethyl]-1,2-dihydro-1,5-naphthyridine-3-carboxamide). Reaction SMILES: [O:1]=[C:2]1[C:10]2[C:5](=[CH:6][CH:7]=[CH:8][CH:9]=2)[C:4](=[O:11])[N:3]1[CH2:12][CH2:13][N:14]1[C:23]2[C:18](=[N:19][CH:20]=[C:21]([CH2:24][C:25]3[CH:30]=[CH:29][C:28]([F:31])=[CH:27][CH:26]=3)[CH:22]=2)[C:17]([OH:32])=[C:16]([C:33]([O:35]CC)=O)[C:15]1=[O:38].[NH2:39][CH2:40][CH2:41][N:42]1[CH2:46][CH2:45][NH:44][C:43]1=[O:47].OS([O-])(=O)=O.[Na+]>CCO>[O:1]=[C:2]1[C:10]2[C:5](=[CH:6][CH:7]=[CH:8][CH:9]=2)[C:4](=[O:11])[N:3]1[CH2:12][CH2:13][N:14]1[C:23]2[C:18](=[N:19][CH:20]=[C:21]([CH2:24][C:25]3[CH:26]=[CH:27][C:28]([F:31])=[CH:29][CH:30]=3)[CH:22]=2)[C:17]([OH:32])=[C:16]([C:33]([NH:39][CH2:40][CH2:41][N:42]2[CH2:46][CH2:45][NH:44][C:43]2=[O:47])=[O:35])[C:15]1=[O:38] |f:2.3|. Procedure details: A solution of ethyl 1-[2-(1,3-dioxo-1,3-dihydro-2H-isoindol-2-yl)ethyl]-7-[(4-fluorophenyl)methyl]-4-hydroxy-2-oxo-1,2-dihydro-1,5-naphthyridine-3-carboxylate (0.025 g, 0.049 mmol) in EtOH (1 mL) under nitrogen was treated with 1-(2-aminoethyl)-2-imidazolidinone (0.0078 g, 0.03 mmol, 50% W/W in IPA) for 30 min.@150° C. The reaction was further microwaved for 30 min.@150° C. after the addition of an additional 0.6 equivalents (0.015 mL) of the amine, cooled to ambient temperature, and treated wit... The reactants are C(C)(C)(C)C(C(=O)O)[C@@H](C)OC1=C(C=CC=C1)C1=CC(=C(C=C1)C(=O)N1CCC(CC1)N1C(C(C(C2=NC=C(C=C12)Cl)O)(O)CCO)=O)F (tert-butyl (3R)-3-{[4′-({4-[7-chloro-3-(2-hydroxyethyl)-2-oxo-3,4-dihydroxy-1,5-naphthyridin-1(2H)-yl]piperidin-1-yl}carbonyl)-3′-fluorobiphenyl-2-yl]oxy}butanoic acid), C(C)[SiH](CC)CC (triethylsilane), FC(C(=O)O)(F)F (trifluoroacetic acid). The solvent is ClCCl (dichloromethane). Run at time 6 hour. Yields the product ClC1=CN=C2C(C(C(N(C2=C1)C1CCN(CC1)C(=O)C1=C(C=C(C=C1)C1=C(C=CC=C1)O[C@@H](CC(=O)O)C)F)=O)(O)CCO)O ((3R)-3-{[4′-({4-[7-chloro-3-(2-hydroxyethyl)-2-oxo-3,4-dihydroxy-1,5-naphthyridin-1(2H)-yl]piperidin-1-yl}carbonyl)-3′-fluorobiphenyl-2-yl]oxy}butanoic acid). Yield: 96.1%. As a reaction SMILES: C([CH:5]([C@H:9]([O:11][C:12]1[CH:17]=[CH:16][CH:15]=[CH:14][C:13]=1[C:18]1[CH:23]=[CH:22][C:21]([C:24]([N:26]2[CH2:31][CH2:30][CH:29]([N:32]3[C:41]4[C:36](=[N:37][CH:38]=[C:39]([Cl:42])[CH:40]=4)[CH:35]([OH:43])[C:34]([CH2:45][CH2:46][OH:47])([OH:44])[C:33]3=[O:48])[CH2:28][CH2:27]2)=[O:25])=[C:20]([F:49])[CH:19]=1)[CH3:10])[C:6]([OH:8])=[O:7])(C)(C)C.C([SiH](CC)CC)C.FC(F)(F)C(O)=O>ClCCl>[Cl:42][C:39]1[CH:40]=[C:41]2[C:36]([CH:35]([OH:43])[C:34]([CH2:45][CH2:46][OH:47])([OH:44])[C:33](=[O:48])[N:32]2[CH:29]2[CH2:30][CH2:31][N:26]([C:24]([C:21]3[CH:22]=[CH:23][C:18]([C:13]4[CH:14]=[CH:15][CH:16]=[CH:17][C:12]=4[O:11][C@H:9]([CH3:10])[CH2:5][C:6]([OH:8])=[O:7])=[CH:19][C:20]=3[F:49])=[O:25])[CH2:27][CH2:28]2)=[N:37][CH:38]=1. Reported procedure: To a dichloromethane solution (1 ml) of tert-butyl (3R)-3-{[4′-({4-[7-chloro-3-(2-hydroxyethyl)-2-oxo-3,4-dihydroxy-1,5-naphthyridin-1(2H)-yl]piperidin-1-yl}carbonyl)-3′-fluorobiphenyl-2-yl]oxy}butanoic acid (28.3 mg) were added at room temperature triethylsilane (20.2 mg) and trifluoroacetic acid (0.5 ml). The reaction solution was stirred for 6 hours, and then concentrated under reduced pressure. The resulting residue was purified by silica gel thin layer chromatography to afford (3R)-3-{[4′-(... Product: COC(=O)Cc1ccc(CN)c2c1Sc1c(C(=O)OC(C)(C)C)cccc1N2C. Starting materials: CN1c2cccc(C(=O)OC(C)(C)C)c2Sc2c(CC(=O)O)ccc(CN)c21, ClCCl, C=[N+]=[N-]. As a reaction SMILES: [C:4]([CH3:5])([CH3:6])([CH3:7])[O:8][C:9](=[O:10])[c:11]1[c:12]2[c:21]([cH:22][cH:23][cH:24]1)[N:20]([CH3:25])[c:19]1[c:14]([c:15]([CH2:28][C:29](=[O:30])[OH:31])[cH:16][cH:17][c:18]1[CH2:26][NH2:27])[S:13]2.[CH2:32]([Cl:33])[Cl:34].[N+:1](=[N-:2])=[CH2:3]>>[CH3:3][O:31][C:29]([CH2:28][c:15]1[c:14]2[c:19]([c:18]([CH2:26][NH2:27])[cH:17][cH:16]1)[N:20]([CH3:25])[c:21]1[c:12]([c:11]([C:9]([O:8][C:4]([CH3:5])([CH3:6])[CH3:7])=[O:10])[cH:24][cH:23][cH:22]1)[S:13]2)=[O:30]. Reactants: O=C1CCC(=O)N1Br, CC(=O)Oc1ccc(C)c(Cl)c1, ClC(Cl)(Cl)Cl, COC(C)(C)CC(C)(C#N)N=NC(C)(C#N)CC(C)(C)OC. Yields the product CC(=O)Oc1ccc(CBr)c(Cl)c1. RXN SMILES: [Br:13][N:14]1[C:15](=[O:16])[CH2:17][CH2:18][C:19]1=[O:20].[C:1]([CH3:2])(=[O:3])[O:4][c:5]1[cH:6][c:7]([Cl:12])[c:8]([CH3:11])[cH:9][cH:10]1.[C:43]([Cl:44])([Cl:45])([Cl:46])[Cl:47].[N:21]([C:22]([CH3:23])([CH2:24][C:25]([O:26][CH3:27])([CH3:28])[CH3:29])[C:30]#[N:31])=[N:32][C:33]([CH3:34])([CH2:35][C:36]([CH3:37])([O:38][CH3:39])[CH3:40])[C:41]#[N:42]>>[C:1]([CH3:2])(=[O:3])[O:4][c:5]1[cH:6][c:7]([Cl:12])[c:8]([CH2:11][Br:13])[cH:9][cH:10]1. The reactants are Cc1ncnc(Nc2ccc(C(=O)C=CC3CCN(Cc4ccccc4)CC3)cc2)c1C, CCO, [H][H], C1COCCO1, O=[Pt]. The product is Cc1ncnc(Nc2ccc(C(=O)CCC3CCN(Cc4ccccc4)CC3)cc2)c1C. Reaction SMILES: [CH3:1][c:2]1[c:3]([NH:9][c:10]2[cH:11][cH:12][c:13]([C:16]([CH:17]=[CH:18][CH:19]3[CH2:20][CH2:21][N:22]([CH2:25][c:26]4[cH:27][cH:28][cH:29][cH:30][cH:31]4)[CH2:23][CH2:24]3)=[O:32])[cH:14][cH:15]2)[n:4][cH:5][n:6][c:7]1[CH3:8].[CH3:33][CH2:34][OH:35].[H:36][H:37].[O:40]1[CH2:41][CH2:42][O:43][CH2:44][CH2:45]1.[Pt:38]=[O:39]>>[CH3:1][c:2]1[c:3]([NH:9][c:10]2[cH:11][cH:12][c:13]([C:16]([CH2:17][CH2:18][CH:19]3[CH2:20][CH2:21][N:22]([CH2:25][c:26]4[cH:27][cH:28][cH:29][cH:30][cH:31]4)[CH2:23][CH2:24]3)=[O:32])[cH:14][cH:15]2)[n:4][cH:5][n:6][c:7]1[CH3:8]. Starting materials: COC(CC(C)=O)=O (3-oxo-butyric acid methyl ester), solution, C[O-].[Na+] (sodium methoxide), BrCC(=O)C1=C(C=CC=C1)OC(F)(F)F (2-bromo-1-[2-(trifluoromethoxy)phenyl]-ethanone). Solvent: C1CCOC1 (THF), C1CCOC1 (THF). Conditions: time 17 hour. The product is COC(C(C(C)=O)CC(C1=C(C=CC=C1)OC(F)(F)F)=O)=O (3-oxo-2-[2-oxo-2-(2-trifluoromethoxy-phenyl)-ethyl]-butyric acid methyl ester). Isolated yield 71.6%. Reaction SMILES: [CH3:1][O:2][C:3](=[O:8])[CH2:4][C:5](=[O:7])[CH3:6].C[O-].[Na+].Br[CH2:13][C:14]([C:16]1[CH:21]=[CH:20][CH:19]=[CH:18][C:17]=1[O:22][C:23]([F:26])([F:25])[F:24])=[O:15]>C1COCC1>[CH3:1][O:2][C:3](=[O:8])[CH:4]([CH2:13][C:14](=[O:15])[C:16]1[CH:21]=[CH:20][CH:19]=[CH:18][C:17]=1[O:22][C:23]([F:24])([F:25])[F:26])[C:5](=[O:7])[CH3:6] |f:1.2|. Procedure: To a solution of 2.6 g of 3-oxo-butyric acid methyl ester in THF (50 ml) and 4.6 ml of a solution of sodium methoxide (5.4 M in methanol) was added over 15 minutes a solution of 6.7 g of 2-bromo-1-[2-(trifluoromethoxy)phenyl]-ethanone in 30 ml of THF. The reaction mixture was allowed to stir at room temperature for 17 hours. The solvent was removed, the residue was diluted in diethyl ether and washed several times with water. The organic phase was dried with sodium sulfate and concentrated in va...